From a dataset of the Open Reaction Database (ORD), a public repository of structured organic reaction records. describe an organic reaction: reactants, conditions, products, and yield The reactants are C1(CCC(=O)O1)=O (succinic anhydride), N (ammonia), C(CCC(=O)N)(=O)O (succinamic acid), C(C)(=O)NC=1C=C2C(C(=C(OC2=CC1)C1=CC=CC=C1)O)=O (6-acetamidoflavonol), Cl (HCl). The solvent is C(C)O (ethanol). Product: NC=1C=C2C(C(=C(OC2=CC1)C1=CC=CC=C1)O)=O (6-aminoflavonol). As a reaction SMILES: C1(=O)OC(=O)CC1.C(O)(=O)CCC(N)=O.C([NH:19][C:20]1[CH:21]=[C:22]2[C:27](=[CH:28][CH:29]=1)[O:26][C:25]([C:30]1[CH:35]=[CH:34][CH:33]=[CH:32][CH:31]=1)=[C:24]([OH:36])[C:23]2=[O:37])(=O)C.Cl.N>C(O)C>[NH2:19][C:20]1[CH:21]=[C:22]2[C:27](=[CH:28][CH:29]=1)[O:26][C:25]([C:30]1[CH:35]=[CH:34][CH:33]=[CH:32][CH:31]=1)=[C:24]([OH:36])[C:23]2=[O:37]. Procedure details: With substantial amounts of 4 in hand, the next steps were to form the 6-acetamidoflavonol. Thus, the acetophenone 4 was treated with benzaldehyde and base to effect a Claisen-Schmidt condensation affording the chalcone 5 in 71% yield. The chalcone 5 was treated with alkaline hydrogen peroxide to enable an Algar-Flynn-Oyamada reaction, giving 6-acetamidoflavonol 6 in 50% yield. The next step was to unveil the 6-amino group of 6 to allow coupling with succinic anhydride for installation of the su...